This data is from the Open Reaction Database (ORD), a public repository of structured organic reaction records. The task is: describe an organic reaction: reactants, conditions, products, and yield Reactants: C12C=CC(CC1)C2 (norbornene), C=C (ethene). Solvent: ClC1=C(C=CC=C1)Cl (o-dichlorobenzene). Yields the product C=C.C12C=CC(CC1)C2 (Ethene norbornene). RXN SMILES: [CH:1]12[CH2:7][CH:4]([CH2:5][CH2:6]1)[CH:3]=[CH:2]2.C=C>ClC1C=CC=CC=1Cl>[CH2:1]=[CH2:2].[CH:1]12[CH2:7][CH:4]([CH2:5][CH2:6]1)[CH:3]=[CH:2]2 |f:3.4|. Procedure details: Copolymer composition: 50 mol % of norbornene, 50 mol % of ethene from the 13C-NMR in o-dichlorobenzene. Reactants: O1C(=CC=C1)C=CC(=O)C1C(OC(=CC1=O)C)=O (3-(2-furylacryloyl)-6-methyl-2H-pyran-2,4(3H)-dione), O1CCCC1 (tetrahydrofuran). Product: CC1=CC(=O)C(C(=O)O1)C(=O)C (dehydroacetic acid), C(C1=CC=CO1)=O (furfural). Reaction SMILES: [O:1]1[CH:5]=[CH:4][CH:3]=[C:2]1[CH:6]=[CH:7][C:8]([CH:10]1[C:15](=[O:16])[CH:14]=[C:13]([CH3:17])[O:12][C:11]1=[O:18])=[O:9].[O:19]1CCCC1>>[CH3:17][C:13]1[O:12][C:11](=[O:18])[CH:10]([C:8]([CH3:7])=[O:9])[C:15](=[O:16])[CH:14]=1.[CH:6](=[O:19])[C:2]1[O:1][CH:5]=[CH:4][CH:3]=1. Procedure: In 270 ml of tetrahydrofuran was dissolved 32.0 g of 3-(2-furylacryloyl)-6-methyl-2H-pyran-2,4(3H)-dione which had been obtained by condensation between dehydroacetic acid and furfural. To the solution, 1.6 g of 5% palladium on carbon was added as the hydrogenation catalyst. Hydrogenation was carried out at room temperature under a pressure of 5 kg/cm2 for 10 hours. The catalyst was removed by filtration and the solvent was evaporated under a reduced pressure. The light-yellow oily product thus ... Starting materials: CC(C)(C)C(=O)Oc1cccc2ccccc12 (substrate), F[B-](F)(F)c1cccs1.[K+] (effective_coupling_partner). Reagents/catalysts: t-BuPCy2. Reaction conditions: temperature 110 celsius, time 4 hour. The product is c3ccc2c(c1cccs1)cccc2c3. Starting materials: O=C1CCc2cc(-c3cc(Br)oc3-c3ccncc3)ccc21, C[Sn](C)(C)c1cnc(OCCN2CCOCC2)nc1. Product: O=C1CCc2cc(-c3cc(-c4cnc(OCCN5CCOCC5)nc4)oc3-c3ccncc3)ccc21. Reaction SMILES: [Br:20][c:21]1[cH:22][c:23](-[c:32]2[cH:33][c:34]3[c:38]([cH:39][cH:40]2)[C:37](=[O:41])[CH2:36][CH2:35]3)[c:24](-[c:26]2[cH:27][cH:28][n:29][cH:30][cH:31]2)[o:25]1.[CH3:1][Sn:2]([c:3]1[cH:4][n:5][c:6]([O:9][CH2:10][CH2:11][N:12]2[CH2:13][CH2:14][O:15][CH2:16][CH2:17]2)[n:7][cH:8]1)([CH3:18])[CH3:19]>>[c:3]1(-[c:21]2[cH:22][c:23](-[c:32]3[cH:33][c:34]4[c:38]([cH:39][cH:40]3)[C:37](=[O:41])[CH2:36][CH2:35]4)[c:24](-[c:26]3[cH:27][cH:28][n:29][cH:30][cH:31]3)[o:25]2)[cH:4][n:5][c:6]([O:9][CH2:10][CH2:11][N:12]2[CH2:13][CH2:14][O:15][CH2:16][CH2:17]2)[n:7][cH:8]1. The reactants are CC1=CC(=NN1C(=O)OC(C)(C)C)N, CC(C1=C(C=C(C=N1)F)F)NC2=C(C(=NC(=N2)Cl)N3CCOCC3)F. The reagents and catalysts are C(=O)([O-])[O-].[Cs+].[Cs+], CC1(C2=C(C(=CC=C2)P(C3=CC=CC=C3)C4=CC=CC=C4)OC5=C1C=CC=C5P(C6=CC=CC=C6)C7=CC=CC=C7)C, C1=CC=C(C=C1)/C=C/C(=O)/C=C/C2=CC=CC=C2.C1=CC=C(C=C1)/C=C/C(=O)/C=C/C2=CC=CC=C2.C1=CC=C(C=C1)/C=C/C(=O)/C=C/C2=CC=CC=C2.[Pd].[Pd]. Solvent: C1COCCO1. Run at temperature 110 celsius. The product is CC1=CC(=NN1)NC2=NC(=C(C(=N2)N3CCOCC3)F)NC(C)C4=C(C=C(C=N4)F)F. The yield is 0.0%. Reported procedure: 9,9-Dimethyl-4,5-bis(diphenylphosphino)xanthene (27.9 mg, 0.05 mmol), 2-chloro-N-(1-(3,5-difluoropyridin-2-yl)ethyl)-5-fluoro-6-morpholinopyrimidin-4-amine (200 mg, 0.54 mmol), tert-butyl 3-amino-5-methyl-1H-pyrazole-1-carboxylate (127 mg, 0.64 mmol) and cesium carbonate (349 mg, 1.07 mmol) were added to dioxane (8 mL). The mixture was purged with nitrogen for 15 minutes. Pd2(dba)3 (29.4 mg, 0.03 mmol) was added and the mixture heated at 110 °C for 3h. No sign of any reaction. Reactants: CC(CNC1=C(C=NC2=CC=CC=C12)[N+](=O)[O-])(C)N (2-methyl-N1-(3-nitroquinolin-4-yl)propane-1,2-diamine), C(C)(C)O (isopropanol). Reagents/catalysts: [Pt] (Pt on carbon). Run in C1(=CC=CC=C1)C (toluene). Reaction conditions: time 3 hour. Yields the product NC(CNC1=C(C=NC2=CC=CC=C12)N)(C)C (N4-(2-amino-2-methylpropyl)quinoline-3,4-diamine). The yield is 100.0%. Reaction SMILES: [CH3:1][C:2]([NH2:19])([CH3:18])[CH2:3][NH:4][C:5]1[C:14]2[C:9](=[CH:10][CH:11]=[CH:12][CH:13]=2)[N:8]=[CH:7][C:6]=1[N+:15]([O-])=O.C(O)(C)C>C1(C)C=CC=CC=1.[Pt]>[NH2:19][C:2]([CH3:18])([CH3:1])[CH2:3][NH:4][C:5]1[C:14]2[C:9](=[CH:10][CH:11]=[CH:12][CH:13]=2)[N:8]=[CH:7][C:6]=1[NH2:15]. Procedure details: A solution of 2-methyl-N1-(3-nitroquinolin-4-yl)propane-1,2-diamine (2.45 g, 9.42 mmol), in 100 mL of toluene and 50 mL of isopropanol was treated with 0.5 g of 5% Pt on carbon and shaken under H2 (3 atm, 3 Kg/cm2) for 3 h. The solution was then filtered through a Celite pad and concentrated to give 2.17 g of crude N4-(2-amino-2-methylpropyl)quinoline-3,4-diamine as a light brown foam. The reactants are BrCC(CO)(CC)CC (3-bromo-2,2-diethyl-1-propanol), [S-]C#N.[K+] (potassium thiocyanate), CN(C=O)C (dimethylformamide), C(C)OCC (diethyl ether). Isolated yield 98.6%. Yields the product OCC(CSC#N)(CC)CC (3-hydroxy-2,2-diethyl-1-propylthiocyanate). RXN SMILES: Br[CH2:2][C:3]([CH2:8][CH3:9])([CH2:6][CH3:7])[CH2:4][OH:5].[S-:10][C:11]#[N:12].[K+].CN(C)C=O.C(OCC)C>O>[OH:5][CH2:4][C:3]([CH2:8][CH3:9])([CH2:6][CH3:7])[CH2:2][S:10][C:11]#[N:12] |f:1.2|. Procedure details: A mixture of 3-bromo-2,2-diethyl-1-propanol (23.3 g), potassium thiocyanate (17.5 g) and dimethylformamide (80 ml) was stirred for 7 hours at 130° C. The reaction solution was cooled to room temperature, to which a mixture of diethyl ether (50 ml) and water (100 ml) were added. The ethernal layer was collected. The aqueous layer was extracted with 80 ml of diethyl ether. The combined ethernal layers were washed with a saturated saline, dried over anhydrous magnesium sulfate and distilled to remo... Run in O (water). Conditions: temperature 130 celsius, time 7 hour. The reactants are O=C(Cl)OCc1ccccc1, NC(CCSSCCC(N)C(=O)O)C(=O)O, [Na+], C1COCCO1, C1COCCO1, [OH-], O, O. Yields the product NC(CCSSC(CC(N)C(=O)O)C(=O)OCc1ccccc1)C(=O)O. RXN SMILES: [CH2:19]([c:20]1[cH:21][cH:22][cH:23][cH:24][cH:25]1)[O:26][C:27](=[O:28])[Cl:29].[CH2:1]([CH2:2][CH:3]([C:4](=[O:5])[OH:6])[NH2:7])[S:8][S:9][CH2:10][CH2:11][CH:12]([C:13](=[O:14])[OH:15])[NH2:16].[Na+:18].[O:31]1[CH2:32][CH2:33][O:34][CH2:35][CH2:36]1.[O:38]1[CH2:39][CH2:40][O:41][CH2:42][CH2:43]1.[OH-:17].[OH2:30].[OH2:37]>>[CH:1]([CH2:2][CH:3]([C:4](=[O:5])[OH:6])[NH2:7])([S:8][S:9][CH2:10][CH2:11][CH:12]([C:13](=[O:14])[OH:15])[NH2:16])[C:27]([O:26][CH2:19][c:20]1[cH:21][cH:22][cH:23][cH:24][cH:25]1)=[O:28]. Yields the product ClC1=CC=C(C=C1)C(C(OC1=C(C=C(C=C1)NC(=O)NC(C1=C(C=CC=C1F)F)=O)OC)(F)F)(F)F (N-[[[4-[2-(4-chlorophenyl)-1,1,2,2-tetrafluoroethoxy]-3-methoxyphenyl]amino]carbonyl]-2,6-difluorobenzamide). Isolated yield 93.8%. The reactants are ClC1=CC=C(C=C1)C(C(OC1=C(C=C(N)C=C1)OC)(F)F)(F)F (4-[2-(4-chlorophenyl)-1,1,2,2-tetrafluoroethoxy]-3-methoxyaniline), FC1=C(C(=O)N)C(=CC=C1)F (2,6-difluorobenzamide), C(C(=O)Cl)(=O)Cl (oxalyl chloride), C(Cl)Cl (methylene chloride), resultant solution. Reaction SMILES: [F:1][C:2]1[CH:10]=[CH:9][CH:8]=[C:7]([F:11])[C:3]=1[C:4]([NH2:6])=[O:5].C(Cl)(=O)[C:13](Cl)=[O:14].C(Cl)Cl.[Cl:21][C:22]1[CH:27]=[CH:26][C:25]([C:28]([F:43])([F:42])[C:29]([F:41])([F:40])[O:30][C:31]2[CH:37]=[CH:36][C:34]([NH2:35])=[CH:33][C:32]=2[O:38][CH3:39])=[CH:24][CH:23]=1>C1(C)C=CC=CC=1.CCCCCCC>[Cl:21][C:22]1[CH:23]=[CH:24][C:25]([C:28]([F:42])([F:43])[C:29]([F:40])([F:41])[O:30][C:31]2[CH:37]=[CH:36][C:34]([NH:35][C:13]([NH:6][C:4](=[O:5])[C:3]3[C:2]([F:1])=[CH:10][CH:9]=[CH:8][C:7]=3[F:11])=[O:14])=[CH:33][C:32]=2[O:38][CH3:39])=[CH:26][CH:27]=1. Reported procedure: A stirred mixture of 2,6-difluorobenzamide (0.37 g, 0.027 mole), oxalyl chloride (0.33 g, 0.0026 mole) and methylene chloride (3.0 mL) in toluene (80 mL) was heated at reflux for three hours. Approximately 40 mL of solvent was removed by distillation under reduced pressure. A solution of 4-[2-(4-chlorophenyl)-1,1,2,2-tetrafluoroethoxy]-3-methoxyaniline (0.83 g, 0.0024 mole) in toluene (40 mL) was added to the reaction mixture. The resultant solution was stirred at room temperature for approximat... Solvent: CCCCCCC (n-heptane), C1(=CC=CC=C1)C (toluene), C1(=CC=CC=C1)C (toluene).